This data is from the Open Reaction Database (ORD), a public repository of structured organic reaction records. The task is: describe an organic reaction: reactants, conditions, products, and yield Starting materials: NCCC[Si](OCC)(OCC)OCC (3-aminopropyltriethoxysilane), CCO[Si](CCCN)(OCC)OCC (APTES), O (water), Cl (HCl). Conditions: time 3 hour. Product: O=C[C@H](O)[C@@H](O)[C@H](O)[C@H](O)CO (glucose). Reaction SMILES: NCCC[Si]([O:12][CH2:13][CH3:14])(OCC)OCC.Cl.[OH2:16]>>[O:16]=[CH:14][C@@H:13]([C@H:14]([C@@H:13]([C@@H:14]([CH2:13][OH:12])[OH:16])[OH:12])[OH:16])[OH:12]. Procedure: The three wafers with porous silicon and a wafer of polished silicon introduced for comparative purposes were silanised in a cup containing 3-aminopropyltriethoxysilane (Sigma Chemical Co, St Louis, US) and 1 g of APTES in 9 ml of water, the pH value being adjusted to 3.5 with the aid of 6 M HCl. The silanisation was performed in a water bath at 75° C. for 3 h and was followed by abundant washing with water for 30 min. Careful agitation took place during each stage of the immobilisation process.... Solvent: C(C)N(CC)CC (triethyl amine). Starting materials: substituted 6(5H)Phenanthridinone, C1(=CC=CC=C1)C1=CC=CC=C1 (biphenyl), 3-[6(5H)Phenanthridinone]carboxylic acid, 3-[6(5H)phenanthridinone]sulfonyl chloride, 3-[6(5H)Phenanthridinone]carbonyl chloride, 4-arylphenylalanines, arylboric acids, S(=O)(=O)(C(F)(F)F)OC1=CC=C(C[C@H](N)C(=O)O)C=C1 (tyrosine triflate), 3-[6(5H)Phenanthridinone]carbonyl chloride, C1(=CC=CC=2NC(C3=CC=CC=C3C12)=O)S(=O)(=O)Cl (6(5H)Phenanthridinone sulfonyl chloride), Nitrobenzanthrones, substituted primary amine, substituted 6(5H)Phenanthridinone carboxylic acid. Yields the product C1(=CC=CC=2NC(C3=CC=CC=C3C12)=O)S(=O)(=O)N ((5H)phenanthridin-6-one sulfonamide), C(=O)(N)N (carbamide). Reaction SMILES: S(OC1C=CC(C[C@@H](C(O)=O)[NH2:15])=CC=1)(C(F)(F)F)(=O)=O.[C:21]1([S:36](Cl)(=[O:38])=[O:37])[C:34]2[C:33]3[C:28](=[CH:29][CH:30]=[CH:31][CH:32]=3)[C:27](=[O:35])[NH:26][C:25]=2[CH:24]=[CH:23][CH:22]=1.C1(C2C=CC=CC=2)C=CC=CC=1>[Pd].C(N(CC)CC)C>[C:21]1([S:36]([NH2:15])(=[O:38])=[O:37])[C:34]2[C:33]3[C:28](=[CH:29][CH:30]=[CH:31][CH:32]=3)[C:27](=[O:35])[NH:26][C:25]=2[CH:24]=[CH:23][CH:22]=1.[C:27]([NH2:15])([NH2:26])=[O:35]. Procedure: Scheme 3 below illustrates schematically the preparation of compounds Example 13 through Example 19. The 3-substituted (5H)phenanthridin-6-one skeleton of this invention can be constructed in a conventional manner using Schmidt method with fluoren-9-one 5 as starting material and sodium azide as an insertion agent in acidic condition (Chida, N.: Ohtsuka. M.: Ogawa, S. Tetrahedron Lett. 1991, 32, 4525). The fluoren-9-one ring may be generically substituted as set forth in the drawing. Such fluore... Reagents/catalysts: [Pd] (palladium). Reactants: CC(=O)[O-], CO, Cl, NO, [Na+], O=C1CCc2ccsc21. Product: O=C1NCCc2ccsc21. RXN SMILES: [C:13]([O-:14])(=[O:15])[CH3:16].[CH3:18][OH:19].[ClH:12].[NH2:10][OH:11].[Na+:17].[s:1]1[c:2]2[c:3]([cH:4][cH:5]1)[CH2:6][CH2:7][C:8]2=[O:9]>>[s:1]1[c:2]2[c:3]([cH:4][cH:5]1)[CH2:6][CH2:7][NH:10][C:8]2=[O:9]. Reactants: Cc1cc(C=O)c(C)c(Br)c1C, C1CCOC1, CO, [Na+], [Na+], O, OO, O=S([O-])[O-], Cc1ccc(S(=O)(=O)O)cc1. The product is Cc1cc(O)c(C)c(Br)c1C. RXN SMILES: [Br:1][c:2]1[c:3]([CH3:12])[c:4]([CH:5]=[O:6])[cH:7][c:8]([CH3:11])[c:9]1[CH3:10].[CH2:33]1[O:34][CH2:35][CH2:36][CH2:37]1.[CH3:38][OH:39].[Na+:31].[Na+:32].[OH2:13].[OH:25][OH:26].[S:27]([O-:28])([O-:29])=[O:30].[c:14]1([CH3:15])[cH:16][cH:17][c:18]([S:19]([OH:20])(=[O:21])=[O:22])[cH:23][cH:24]1>>[Br:1][c:2]1[c:3]([CH3:12])[c:4]([OH:21])[cH:7][c:8]([CH3:11])[c:9]1[CH3:10]. Yields the product O=S(=O)(CCl)Nc1nc(-c2ccccc2)c(-c2ccccc2)s1. Reactants: O=S(=O)(Cl)CCl, Nc1nc(-c2ccccc2)c(-c2ccccc2)s1, c1ccncc1. RXN SMILES: [Cl:1][CH2:2][S:3](=[O:4])(=[O:5])[Cl:6].[NH2:7][c:8]1[s:9][c:10](-[c:19]2[cH:20][cH:21][cH:22][cH:23][cH:24]2)[c:11](-[c:13]2[cH:14][cH:15][cH:16][cH:17][cH:18]2)[n:12]1.[cH:25]1[cH:26][cH:27][n:28][cH:29][cH:30]1>>[Cl:1][CH2:2][S:3](=[O:4])(=[O:5])[NH:7][c:8]1[s:9][c:10](-[c:19]2[cH:20][cH:21][cH:22][cH:23][cH:24]2)[c:11](-[c:13]2[cH:14][cH:15][cH:16][cH:17][cH:18]2)[n:12]1.